Dataset: the Open Reaction Database (ORD), a public repository of structured organic reaction records. Task: describe an organic reaction: reactants, conditions, products, and yield Reactants: COC(=O)C(OC)C(O)c1ccc(O[Si](C)(C)C(C)(C)C)cc1OC, CN(C)c1ccncc1, CO, ClCCl, CS(=O)(=O)Cl. Yields the product COC(=O)C(Cc1ccc(O[Si](C)(C)C(C)(C)C)cc1OC)OC. RXN SMILES: [CH3:1][O:2][C:3]([CH:4]([CH:5]([OH:6])[c:7]1[c:8]([O:21][CH3:22])[cH:9][c:10]([O:13][Si:14]([CH3:15])([CH3:16])[C:17]([CH3:18])([CH3:19])[CH3:20])[cH:11][cH:12]1)[O:23][CH3:24])=[O:25].[CH3:31][N:32]([c:33]1[cH:34][cH:35][n:36][cH:37][cH:38]1)[CH3:39].[CH3:43][OH:44].[Cl:40][CH2:41][Cl:42].[S:26]([Cl:27])([CH3:28])(=[O:29])=[O:30]>>[CH3:1][O:2][C:3]([CH:4]([CH2:5][c:7]1[c:8]([O:21][CH3:22])[cH:9][c:10]([O:13][Si:14]([CH3:15])([CH3:16])[C:17]([CH3:18])([CH3:19])[CH3:20])[cH:11][cH:12]1)[O:23][CH3:24])=[O:25].